This data is from the Open Reaction Database (ORD), a public repository of structured organic reaction records. The task is: describe an organic reaction: reactants, conditions, products, and yield The reactants are NCc1ccco1, CCN=C=NCCCN(C)C, CCOCC, O=C(O)c1ccc2c(C3CCCCC3)c3n(c2c1)CC(C(=O)N1CCC(N2CCOCC2)CC1)=Cc1ccccc1-3, CCN(C(C)C)C(C)C, ClCCl, Cl, On1nnc2ccccc21. Yields the product O=C(NCc1ccco1)c1ccc2c(C3CCCCC3)c3n(c2c1)CC(C(=O)N1CCC(N2CCOCC2)CC1)=Cc1ccccc1-3. As a reaction SMILES: [CH2:73]([c:74]1[cH:75][cH:76][cH:77][o:78]1)[NH2:79].[CH3:52][N:53]([CH3:54])[CH2:55][CH2:56][CH2:57][N:58]=[C:59]=[N:60][CH2:61][CH3:62].[CH3:83][CH2:84][O:85][CH2:86][CH3:87].[CH:1]1([c:7]2[c:8]3[cH:9][cH:10][c:11]([C:39](=[O:40])[OH:41])[cH:12][c:13]3[n:14]3[c:15]2-[c:16]2[c:17]([cH:35][cH:36][cH:37][cH:38]2)[CH:18]=[C:19]([C:21](=[O:22])[N:23]2[CH2:24][CH2:25][CH:26]([N:29]4[CH2:30][CH2:31][O:32][CH2:33][CH2:34]4)[CH2:27][CH2:28]2)[CH2:20]3)[CH2:2][CH2:3][CH2:4][CH2:5][CH2:6]1.[CH:42]([N:43]([CH2:44][CH3:45])[CH:46]([CH3:47])[CH3:48])([CH3:49])[CH3:50].[Cl:80][CH2:81][Cl:82].[ClH:51].[OH:63][n:64]1[c:65]2[cH:66][cH:67][cH:68][cH:69][c:70]2[n:71][n:72]1>>[CH:1]1([c:7]2[c:8]3[cH:9][cH:10][c:11]([C:39](=[O:40])[NH:79][CH2:73][c:74]4[cH:75][cH:76][cH:77][o:78]4)[cH:12][c:13]3[n:14]3[c:15]2-[c:16]2[c:17]([cH:35][cH:36][cH:37][cH:38]2)[CH:18]=[C:19]([C:21](=[O:22])[N:23]2[CH2:24][CH2:25][CH:26]([N:29]4[CH2:30][CH2:31][O:32][CH2:33][CH2:34]4)[CH2:27][CH2:28]2)[CH2:20]3)[CH2:2][CH2:3][CH2:4][CH2:5][CH2:6]1. Reactants: S(O)(O)(=O)=O (sulfuric acid), FC(C(C)(O)C=1NC2=C(N1)C=CC=C2)(F)F (1,1,1-trifluoro-2-benzimidazol-2-ylpropan-2-ol), reagent, [N+](=O)(O)[O-] (nitric acid), S(O)(O)(=O)=O (sulfuric acid). The solvent is C(C)OCC (diethyl ether). Run at temperature 5 celsius, time 1 hour. Product: FC(C(C)(O)C=1NC2=C(N1)C=CC(=C2)[N+](=O)[O-])(F)F (1,1,1-Trifluoro-2-(5-nitrobenzimidazol-2-yl)propan-2-ol). RXN SMILES: S(=O)(=O)(O)O.[F:6][C:7]([F:21])([F:20])[C:8]([C:11]1[NH:12][C:13]2[CH:19]=[CH:18][CH:17]=[CH:16][C:14]=2[N:15]=1)([OH:10])[CH3:9].[N+:22]([O-])([OH:24])=[O:23]>C(OCC)C>[F:21][C:7]([F:6])([F:20])[C:8]([C:11]1[NH:15][C:14]2[CH:16]=[C:17]([N+:22]([O-:24])=[O:23])[CH:18]=[CH:19][C:13]=2[N:12]=1)([OH:10])[CH3:9]. Procedure: To stirred concentrated sulfuric acid (11 mL) was added 1,1,1-trifluoro-2-benzimidazol-2-ylpropan-2-ol (3.00 g) under a nitrogen atmosphere while maintaining the temperature at 5° C. The reaction mixture was treated with a nitrating reagent (3.5 mL) containing concentrated nitric acid and concentrated sulfuric acid (1.5 mL), while maintaining the reaction temperature below 35° C., and was then stirred for 1 hour at ice bath temperature. The reaction mixture was then poured onto ice, neutralized ... Starting materials: CN(C=CC(=O)C=1C=C(C=CC1)CCNC(OC)=O)C ([3-[3-(dimethylamino)-1-oxo-2-propenyl]phenyl]ethylcarbamic acid, methyl ester), NC1=NNC=C1C#N (3-aminopyrazole-4-carbonitrile). The product is C(#N)C=1C=NN2C1N=CC=C2C=2C=C(C=CC2)CCNC(OC)=O ([3-(3-Cyanopyrazolo[1,5-a]pyrimidin-7-yl)phenyl]ethylcarbamic acid, methyl ester). As a reaction SMILES: C[N:2]([CH3:20])[CH:3]=[CH:4][C:5]([C:7]1[CH:8]=[C:9]([CH2:13][CH2:14][NH:15][C:16](=[O:19])[O:17][CH3:18])[CH:10]=[CH:11][CH:12]=1)=O.N[C:22]1[C:26]([C:27]#[N:28])=C[NH:24][N:23]=1>>[C:27]([C:26]1[CH:22]=[N:23][N:24]2[C:5]([C:7]3[CH:8]=[C:9]([CH2:13][CH2:14][NH:15][C:16](=[O:19])[O:17][CH3:18])[CH:10]=[CH:11][CH:12]=3)=[CH:4][CH:3]=[N:2][C:20]=12)#[N:28]. Procedure: A 2.76 g portion of [3-[3-(dimethylamino)-1-oxo-2-propenyl]phenyl]ethylcarbamic acid, methyl ester was reacted with 1.08 g of 3-aminopyrazole-4-carbonitrile as described in Example 13, giving 2.6 g of the desired product, mp 162°-164° C. Conditions: time 24 hour. Reactants: Cl (hydrogen chloride), C(C)(C)(C)OC(=O)NCC(=O)NCC=1SC=C(N1)C=1N=C(SC1)N=C(N)N (4-(2-t-butoxycarbonylaminoacetylaminomethylthiazol-4-yl)-2-(diaminomethyleneamino)thiazole). Yields the product Cl.Cl.NCC(=O)NCC=1SC=C(N1)C=1N=C(SC1)N=C(N)N (4-(2-aminoacetylaminomethylthiazol-4-yl)-2-(diaminomethyleneamino)thiazole dihydrochloride). The solvent is O1CCOCC1 (dioxane), CO (methanol). Reaction SMILES: [ClH:1].C(OC([NH:9][CH2:10][C:11]([NH:13][CH2:14][C:15]1[S:16][CH:17]=[C:18]([C:20]2[N:21]=[C:22]([N:25]=[C:26]([NH2:28])[NH2:27])[S:23][CH:24]=2)[N:19]=1)=[O:12])=O)(C)(C)C>O1CCOCC1.CO>[ClH:1].[ClH:1].[NH2:9][CH2:10][C:11]([NH:13][CH2:14][C:15]1[S:16][CH:17]=[C:18]([C:20]2[N:21]=[C:22]([N:25]=[C:26]([NH2:28])[NH2:27])[S:23][CH:24]=2)[N:19]=1)=[O:12] |f:4.5.6|. Procedure: A solution of hydrogen chloride in dioxane (4N, 5 ml) was added slowly to a suspension of 4-(2-t-butoxycarbonylaminoacetylaminomethylthiazol-4-yl)-2-(diaminomethyleneamino)thiazole (1.0 g) in methanol (5 ml) with cooling on an ice-water bath. The mixture was stirred for 24 hours with cooling on an ice-water bath. The resulting precipitate was collected by filtration. Recrystallization from a mixture of methanol and diisopropyl ether afforded 4-(2-aminoacetylaminomethylthiazol-4-yl)-2-(diaminomet... The reactants are COC=1C=C(C=CC1N1C=NC(=C1)C)NC(=S)N ([3-methoxy-4-(4-methyl-imidazol-1-yl)-phenyl]-thiourea), BrC1C(C(CCC1)C1=C(C=C(C=C1)Cl)Cl)=O (2-bromo-6-(2,4-dichloro-phenyl)-cyclohexanone). The solvent is C(C)O (ethanol). The product is ClC1=C(C=CC(=C1)Cl)C1CCCC2=C1N=C(S2)NC2=CC(=C(C=C2)N2C=NC(=C2)C)OC ([4-(2,4-Dichloro-phenyl)-4,5,6,7-tetrahydro-benzothiazol-2-yl]-[3-methoxy-4-(4-methyl-imidazol-1-yl)-phenyl]-amine). The yield is 36.9%. As a reaction SMILES: [CH3:1][O:2][C:3]1[CH:4]=[C:5]([NH:15][C:16]([NH2:18])=[S:17])[CH:6]=[CH:7][C:8]=1[N:9]1[CH:13]=[C:12]([CH3:14])[N:11]=[CH:10]1.Br[CH:20]1[CH2:25][CH2:24][CH2:23][CH:22]([C:26]2[CH:31]=[CH:30][C:29]([Cl:32])=[CH:28][C:27]=2[Cl:33])[C:21]1=O>C(O)C>[Cl:33][C:27]1[CH:28]=[C:29]([Cl:32])[CH:30]=[CH:31][C:26]=1[CH:22]1[C:21]2[N:18]=[C:16]([NH:15][C:5]3[CH:6]=[CH:7][C:8]([N:9]4[CH:13]=[C:12]([CH3:14])[N:11]=[CH:10]4)=[C:3]([O:2][CH3:1])[CH:4]=3)[S:17][C:20]=2[CH2:25][CH2:24][CH2:23]1. Procedure details: A suspension of [3-methoxy-4-(4-methyl-imidazol-1-yl)-phenyl]-thiourea (62 mg, 0.24 mmol) and of crude 2-bromo-6-(2,4-dichloro-phenyl)-cyclohexanone (79 mg, 0.25 mmol) in ethanol (2 mL) was heated to reflux under an atmosphere of nitrogen for 3 days. After cooling to room temperature the solvent was evaporated under reduced pressure and the residue was purified by reversed preparative HPLC using acetonitril/water (0.1% formic acid) to yield the title compound (43 mg, 37%) as an off-white solid. ... Starting materials: CC(C)(C)[Si](C)(C)Cl, CCN(C(C)C)C(C)C, ClCCl, Cl, OC1CNC1. Product: CC(C)(C)[Si](C)(C)OC1CNC1. RXN SMILES: [C:1]([CH3:2])([CH3:3])([CH3:4])[Si:5]([CH3:6])([CH3:7])[Cl:8].[CH2:15]([N:16]([CH:17]([CH3:18])[CH3:19])[CH:20]([CH3:21])[CH3:22])[CH3:23].[Cl:24][CH2:25][Cl:26].[ClH:9].[NH:10]1[CH2:11][CH:12]([OH:14])[CH2:13]1>>[C:1]([CH3:2])([CH3:3])([CH3:4])[Si:5]([CH3:6])([CH3:7])[O:14][CH:12]1[CH2:11][NH:10][CH2:13]1.